The task is: describe an organic reaction: reactants, conditions, products, and yield. This data is from the Open Reaction Database (ORD), a public repository of structured organic reaction records. Starting materials: C1(CC1)COC1=CC=C(OC2CNC2)C=C1 (3-(4-cyclopropylmethoxy-phenoxy)-azetidine), C(C)(C)(C)OC(N[C@@H](C)C1=CC=C(C=C1)Br)=O ((S)-[1-(4-bromo-phenyl)-ethyl]-carbamic acid tert-butyl ester), CC(C)(C)[O-].[Na+] (NaOtBu), C(C)(C)(C)P(C1=C(C=CC=C1)C1=CC=CC=C1)C(C)(C)C (2-(di-tert-butylphosphino)biphenyl), tris-(dibenzylideneacetone) dipalladium(0). Run in O1CCOCC1 (1,4-dioxane). Run at temperature 45 celsius, time 12 hour. The product is C(C)(C)(C)OC(NC(C)C1=CC=C(C=C1)N1CC(C1)OC1=CC=C(C=C1)OCC1CC1)=O ((1-{4-[3-(4-Cyclopropylmethoxy-phenoxy)-azetidin-1-yl]-phenyl}-ethyl)-carbamic acid tert-butyl ester). As a reaction SMILES: [CH:1]1([CH2:4][O:5][C:6]2[CH:16]=[CH:15][C:9]([O:10][CH:11]3[CH2:14][NH:13][CH2:12]3)=[CH:8][CH:7]=2)[CH2:3][CH2:2]1.[C:17]([O:21][C:22](=[O:33])[NH:23][C@H:24]([C:26]1[CH:31]=[CH:30][C:29](Br)=[CH:28][CH:27]=1)[CH3:25])([CH3:20])([CH3:19])[CH3:18].CC([O-])(C)C.[Na+].C(P(C(C)(C)C)C1C=CC=CC=1C1C=CC=CC=1)(C)(C)C>O1CCOCC1>[C:17]([O:21][C:22](=[O:33])[NH:23][CH:24]([C:26]1[CH:27]=[CH:28][C:29]([N:13]2[CH2:12][CH:11]([O:10][C:9]3[CH:15]=[CH:16][C:6]([O:5][CH2:4][CH:1]4[CH2:2][CH2:3]4)=[CH:7][CH:8]=3)[CH2:14]2)=[CH:30][CH:31]=1)[CH3:25])([CH3:18])([CH3:19])[CH3:20] |f:2.3|. Procedure: To 0.9 g (4.1 mmol) 3-(4-cyclopropylmethoxy-phenoxy)-azetidine (IX.1), 1.2 g (4.1 mmol) (S)-[1-(4-bromo-phenyl)-ethyl]-carbamic acid tert-butyl ester (I.3), 1.6 g (16.4 mmol) NaOtBu, 0.49 g (1.64 mmol) 2-(di-tert-butylphosphino)biphenyl and 0.38 g (0.41 mmol) tris-(dibenzylideneacetone)-dipalladium(0) are added under an argon atmosphere 25 mL 1,4-dioxane. The mixture is stirred for 12 h at 45° C. The mixture is filtered, washed with MeOH and concentrated. The residue is purified by HPLC (silica ... Reactants: CCO, CCOC(=O)c1cnn(Cc2nc(-c3cc(Cl)cc(C(F)(F)F)c3)sc2C)c1, [Na+], C1CCOC1, [OH-], O. As a reaction SMILES: [CH2:37]([OH:38])[CH3:39].[Cl:1][c:2]1[cH:3][c:4](-[c:12]2[s:13][c:14]([CH3:28])[c:15]([CH2:17][n:18]3[n:19][cH:20][c:21]([C:23](=[O:24])[O:25][CH2:26][CH3:27])[cH:22]3)[n:16]2)[cH:5][c:6]([C:8]([F:9])([F:10])[F:11])[cH:7]1.[Na+:30].[O:32]1[CH2:33][CH2:34][CH2:35][CH2:36]1.[OH-:29].[OH2:31]>>[Cl:1][c:2]1[cH:3][c:4](-[c:12]2[s:13][c:14]([CH3:28])[c:15]([CH2:17][n:18]3[n:19][cH:20][c:21]([C:23](=[O:24])[OH:25])[cH:22]3)[n:16]2)[cH:5][c:6]([C:8]([F:9])([F:10])[F:11])[cH:7]1. The product is Cc1sc(-c2cc(Cl)cc(C(F)(F)F)c2)nc1Cn1cc(C(=O)O)cn1. Starting materials: CCO, CN1C(=O)C2CC2(c2ccc([N+](=O)[O-])cc2)C1=O. The product is CN1C(=O)C2CC2(c2ccc(N)cc2)C1=O. As a reaction SMILES: [CH3:19][CH2:20][OH:21].[CH3:1][N:2]1[C:3](=[O:18])[C:4]2([c:9]3[cH:10][cH:11][c:12]([N+:15]([O-:16])=[O:17])[cH:13][cH:14]3)[CH2:5][CH:6]2[C:7]1=[O:8]>>[CH3:1][N:2]1[C:3](=[O:18])[C:4]2([c:9]3[cH:10][cH:11][c:12]([NH2:15])[cH:13][cH:14]3)[CH2:5][CH:6]2[C:7]1=[O:8]. Starting materials: O1[C@H](COC12CCCCC2)CO ((2S)-1,4-dioxaspiro[4.5]decane-2-methanol), [H-].[Na+] (sodium hydride), ClC1=NC(=NC(=C1)Cl)SCC1=C(C(=CC=C1)F)F (4,6-Dichloro-2-[(2,3-difluorobenzyl)thio]pyrimidine), product. The solvent is C1CCOC1 (THF). The product is ClC1=NC(=NC(=C1)OC[C@@H]1OC2(OC1)CCCCC2)SCC2=C(C(=CC=C2)F)F (4-chloro-2-[[(2,3-difluorophenyl)methyl]thio]-6-[(2S)-1,4-dioxaspiro[4.5]dec-2-ylmethoxy]-pyrimidine). As a reaction SMILES: [O:1]1[C:5]2([CH2:10][CH2:9][CH2:8][CH2:7][CH2:6]2)[O:4][CH2:3][C@@H:2]1[CH2:11][OH:12].[Cl:13][C:14]1[CH:19]=[C:18](Cl)[N:17]=[C:16]([S:21][CH2:22][C:23]2[CH:28]=[CH:27][CH:26]=[C:25]([F:29])[C:24]=2[F:30])[N:15]=1.[H-].[Na+]>C1COCC1>[Cl:13][C:14]1[CH:19]=[C:18]([O:12][CH2:11][C@H:2]2[CH2:3][O:4][C:5]3([CH2:10][CH2:9][CH2:8][CH2:7][CH2:6]3)[O:1]2)[N:17]=[C:16]([S:21][CH2:22][C:23]2[CH:28]=[CH:27][CH:26]=[C:25]([F:29])[C:24]=2[F:30])[N:15]=1 |f:2.3|. Procedure details: The subtitle compound was prepared according to the procedure outlined in example 1 step iii) using (2S)-1,4-dioxaspiro[4.5]decane-2-methanol (0.46 g) and 4,6-Dichloro-2-[(2,3-difluorobenzyl)thio]pyrimidine (the product of example 1 step (ii) (0.75 g) in THF (8 mL) and 60% sodium hydride (39 mg) to give the subtitle compound as a pale yellow solid. Yield: 0.70 g. The reactants are C(C)OCC (Diethyl ether), C(C)(C)(C)OC (methyl tert-butyl ether), O1CCCC1 (tetrahydrofuran), O1CCOCC1 (dioxane), CN(C)C=O (DMF). Run in CCCCCCC (heptane), CCCCCC (hexane), CCCCC (pentane). Product: C(=O)=O (carbon dioxide), N (ammonia), CCCCCCCC (octane), mercaptoorganyl(alkoxysilanes). Reaction SMILES: [CH2:1]([O:3][CH2:4]C)C.[C:6]([O:10]C)([CH3:9])([CH3:8])C.O1[CH2:16][CH2:15][CH2:14][CH2:13]1.O1CCOCC1.C[N:24](C=O)C>CCCCCCC.CCCCCC.CCCCC>[C:4](=[O:3])=[O:10].[NH3:24].[CH3:13][CH2:14][CH2:15][CH2:16][CH2:1][CH2:8][CH2:6][CH3:9]. Procedure: Diethyl ether, methyl tert-butyl ether, tetrahydrofuran, dioxane, carbon dioxide (liquid or as a supercritical fluid), ammonia, pentane, hexane, heptane, octane, DMF or the mercaptoorganyl(alkoxysilanes) formed as products can very particularly preferably be employed. Starting materials: O=C1CCCCCCCCCCCCCCCO1, C[O-], CO, [Na+]. The product is COC(=O)CCCCCCCCCCCCCCCO. RXN SMILES: [C:1]1(=[O:18])[CH2:2][CH2:3][CH2:4][CH2:5][CH2:6][CH2:7][CH2:8][CH2:9][CH2:10][CH2:11][CH2:12][CH2:13][CH2:14][CH2:15][CH2:16][O:17]1.[CH3:19][O-:20].[CH3:22][OH:23].[Na+:21]>>[C:1]([CH2:2][CH2:3][CH2:4][CH2:5][CH2:6][CH2:7][CH2:8][CH2:9][CH2:10][CH2:11][CH2:12][CH2:13][CH2:14][CH2:15][CH2:19][OH:20])([O:17][CH3:16])=[O:18].